From a dataset of the Open Reaction Database (ORD), a public repository of structured organic reaction records. describe an organic reaction: reactants, conditions, products, and yield Procedure: A mixture of (6-chloro[1,2,4]triazolo[1,5-a]pyrimidin-2-yl)methanol (9.86 g, 53.4 mmol), TEMPO (626 mg, 4.01 mmol), iodobenzene diacetate (18.9 g, 58.76 mmol) in CH2Cl2 (75 mL) was stirred at room temperature for 2 hours. Once the reaction was deemed complete, methyl-tert-butyl ether (50 mL) was added slowly to precipitate the product. as a while solid (8.72 g, 90%). 1H NMR (300 MHz, CDCl3) δ: 8.93 (d, J=2.45 Hz, 1 H), 8.99 (d, J=2.64 Hz, 1 H), 10.25 (s, 1 H). MS (APCI): 183.0, 185.0 (M+H+). Reactants: COC(C)(C)C (methyl-tert-butyl ether), ClC=1C=NC=2N(C1)N=C(N2)CO ((6-chloro[1,2,4]triazolo[1,5-a]pyrimidin-2-yl)methanol), CC1(CCCC(N1[O])(C)C)C (TEMPO), C(C)(=O)O.C(C)(=O)O.IC1=CC=CC=C1 (iodobenzene diacetate). Run at time 2 hour. Product: ClC=1C=NC=2N(C1)N=C(N2)C=O (6-chloro[1,2,4]triazolo[1,5-a]pyrimidine-2-carbaldehyde). Solvent: C(Cl)Cl (CH2Cl2). RXN SMILES: [Cl:1][C:2]1[CH:3]=[N:4][C:5]2[N:6]([N:8]=[C:9]([CH2:11][OH:12])[N:10]=2)[CH:7]=1.CC1(C)N([O])C(C)(C)CCC1.C(O)(=O)C.C(O)(=O)C.IC1C=CC=CC=1.COC(C)(C)C>C(Cl)Cl>[Cl:1][C:2]1[CH:3]=[N:4][C:5]2[N:6]([N:8]=[C:9]([CH:11]=[O:12])[N:10]=2)[CH:7]=1 |f:2.3.4,^1:16|. The reactants are C(#C)C=1C=C(C=CC1)O (3-Ethynylphenol), BrCCOCC (1-bromo-2-ethoxyethane), C(=O)([O-])[O-].[Cs+].[Cs+] (Cs2CO3). Reaction conditions: temperature 90 celsius. The solvent is CN(C)C=O (DMF), O (water), CCOC(=O)C (EtOAc). Procedure: 3-Ethynylphenol (1.707 g, 12.45 mmol, 1.0 eq.) and 1-bromo-2-ethoxyethane (1.1 eq.) were taken up in DMF (20 mL), and Cs2CO3 (2.2 eq.) was added. The mixture was heated to 90° C. for 16 hours, and then cooled to room temperature. The mixture was diluted with water (50 mL) and EtOAc (30 mL), and the layers were separated. The organic layers were washed with water (2×50 mL) and brine (3×50 mL), and dried (MgSO4). The resulting residue was purified by chromatography (10% EtOAc/hexanes) to yield 1-(... Product: C(C)OCCOC1=CC(=CC=C1)C#C (1-(2-ethoxyethoxy)-3-ethynylbenzene). Reaction SMILES: [C:1]([C:3]1[CH:4]=[C:5]([OH:9])[CH:6]=[CH:7][CH:8]=1)#[CH:2].Br[CH2:11][CH2:12][O:13][CH2:14][CH3:15].C([O-])([O-])=O.[Cs+].[Cs+]>CN(C=O)C.O.CCOC(C)=O>[CH2:12]([O:13][CH2:14][CH2:15][O:9][C:5]1[CH:6]=[CH:7][CH:8]=[C:3]([C:1]#[CH:2])[CH:4]=1)[CH3:11] |f:2.3.4|. The yield is 96.0%. Reaction SMILES: [CH2:1]([CH:3]([O:6][C:7]1[CH:12]=[C:11]([CH3:13])[N:10]=[C:9]([NH:14][C:15]2[C:20]([CH3:21])=[CH:19][C:18]([CH3:22])=[CH:17][C:16]=2[CH3:23])[C:8]=1[NH2:24])[CH2:4][CH3:5])[CH3:2].[CH:25](OC)(OC)OC.O.C1(C)C=CC(S(O)(=O)=O)=CC=1>C1(C)C=CC=CC=1>[CH2:1]([CH:3]([O:6][C:7]1[CH:12]=[C:11]([CH3:13])[N:10]=[C:9]2[N:14]([C:15]3[C:20]([CH3:21])=[CH:19][C:18]([CH3:22])=[CH:17][C:16]=3[CH3:23])[CH:25]=[N:24][C:8]=12)[CH2:4][CH3:5])[CH3:2] |f:2.3|. Reactants: C(C)C(CC)OC1=C(C(=NC(=C1)C)NC1=C(C=C(C=C1C)C)C)N (4-(1-ethyl-propoxy)-6-methyl-N2-(2,4,6-trimethyl-phenyl)-pyridine-2,3-diamine), C(OC)(OC)OC (trimethyl orthoformate), O.C1(=CC=C(C=C1)S(=O)(=O)O)C (p-toluenesulfonic acid monohydrate). Procedure: A mixture of 4-(1-ethyl-propoxy)-6-methyl-N2-(2,4,6-trimethyl-phenyl)-pyridine-2,3-diamine, trimethyl orthoformate, p-toluenesulfonic acid monohydrate in toluene was heated at reflux using Dean-Stark apparatus for 24 hours. The mixture was heated at reflux overnight. The mixture was quenched with water, sat. NaHCO3, extracted with ethyl acetate. The organic layer was separated, dried (MgSO4) and concentrated to dryness. After purification, the title compound was isolated. Anal. For C21H29N30.1/4... Run in C1(=CC=CC=C1)C (toluene). Yields the product C(C)C(CC)OC1=C2C(=NC(=C1)C)N(C=N2)C2=C(C=C(C=C2C)C)C (7-(1-Ethyl-propoxy)-5-methyl-3-(2,4,6-trimethyl-phenyl)-3H-imidazo[4,5-b]pyridine). Starting materials: C(C1=CC=CC=C1)N1C(=C(C=2C1=C(N=NC2)OCC2=CC=CC=C2)C=O)C (1-benzyl-7-benzyloxy-3-formyl-2-methylpyrrolo[2,3-d]pyridazine), [BH4-].[Na+] (sodium borohydride). The solvent is C(C)O (ethanol). Yields the product C(C1=CC=CC=C1)N1C(=C(C=2C1=C(N=NC2)OCC2=CC=CC=C2)CO)C (1-Benzyl-7-benzyloxy-3-hydroxymethyl-2-methylpyrrolo[2,3-d]pyridazine). Isolated yield 92.0%. RXN SMILES: [CH2:1]([N:8]1[C:12]2=[C:13]([O:17][CH2:18][C:19]3[CH:24]=[CH:23][CH:22]=[CH:21][CH:20]=3)[N:14]=[N:15][CH:16]=[C:11]2[C:10]([CH:25]=[O:26])=[C:9]1[CH3:27])[C:2]1[CH:7]=[CH:6][CH:5]=[CH:4][CH:3]=1.[BH4-].[Na+]>C(O)C>[CH2:1]([N:8]1[C:12]2=[C:13]([O:17][CH2:18][C:19]3[CH:20]=[CH:21][CH:22]=[CH:23][CH:24]=3)[N:14]=[N:15][CH:16]=[C:11]2[C:10]([CH2:25][OH:26])=[C:9]1[CH3:27])[C:2]1[CH:7]=[CH:6][CH:5]=[CH:4][CH:3]=1 |f:1.2|. Reported procedure: 1.3 g (3.6 mmol) of 1-benzyl-7-benzyloxy-3-formyl-2-methylpyrrolo[2,3-d]pyridazine and 140 mg (3.7 mmol) of sodium borohydride are reacted in 125 ml of ethanol as described for Example 1a. Yield: 92%, m.p.: 130°-132° C. Reactants: O1C(OCC1)CN1C(C=C(C2=CC=C(C=C12)N1C=NC=C1)C)=O (1-(1,3-dioxolan-2-ylmethyl)-7-(1H-imidazol-1-yl)-4-methylquinolin-2(1H)-one), FC(C(=O)O)(F)F (trifluoroacetic acid), C(O)([O-])=O.[Na+] (sodium hydrogen carbonate). The solvent is C(C)(=O)OCC (ethyl acetate), C(C)(=O)OCC (Ethyl acetate). Conditions: time 1 hour. The product is N1(C=NC=C1)C1=CC=C2C(=CC(N(C2=C1)CC=O)=O)C ((7-(1H-imidazol-1-yl)-4-methyl-2-oxo-1,2-dihydroquinolin-1-yl)acetaldehyde). Reaction SMILES: [O:1]1CCO[CH:2]1[CH2:6][N:7]1[C:16]2[C:11](=[CH:12][CH:13]=[C:14]([N:17]3[CH:21]=[CH:20][N:19]=[CH:18]3)[CH:15]=2)[C:10]([CH3:22])=[CH:9][C:8]1=[O:23].FC(F)(F)C(O)=O.C(=O)([O-])O.[Na+]>C(OCC)(=O)C>[N:17]1([C:14]2[CH:15]=[C:16]3[C:11]([C:10]([CH3:22])=[CH:9][C:8](=[O:23])[N:7]3[CH2:6][CH:2]=[O:1])=[CH:12][CH:13]=2)[CH:21]=[CH:20][N:19]=[CH:18]1 |f:2.3|. Reported procedure: To 70 mg of 1-(1,3-dioxolan-2-ylmethyl)-7-(1H-imidazol-1-yl)-4-methylquinolin-2(1H)-one, 2 mL of 80% aqueous trifluoroacetic acid solution, was added, and stirred at room temperature for 1 hour, thereafter allowed to stand at room temperature for 14 hours. Ethyl acetate was added, neutralized with aqueous saturated sodium hydrogen carbonate solution, ethyl acetate was added, the organic layer was separated, and the aqueous layer was extracted 3 times with ethyl acetate. The organic layer and ext... Reactants: tetrakis-(triphenylphosphine)palladium(0), BrC1=CC(=C(C=C1)SCCC(=O)N)C(F)(F)F (3-(4-Bromo-2-trifluoromethyl-phenylsulfanyl)-propionamide), CN1N=CC(=C1)B1OC(C(O1)(C)C)(C)C (1-methyl-4-(4,4,5,5-tetramethyl-[1,3,2]dioxaborolan-2-yl)-1H-pyrazole), C([O-])([O-])=O.[K+].[K+] (potassium carbonate), O (water). Conditions: temperature 50 celsius, time 16 hour. Reaction SMILES: Br[C:2]1[CH:7]=[CH:6][C:5]([S:8][CH2:9][CH2:10][C:11]([NH2:13])=[O:12])=[C:4]([C:14]([F:17])([F:16])[F:15])[CH:3]=1.[CH3:18][N:19]1[CH:23]=[C:22](B2OC(C)(C)C(C)(C)O2)[CH:21]=[N:20]1.C(=O)([O-])[O-].[K+].[K+].O>CN(C)C=O.COC(C)(C)C>[CH3:18][N:19]1[CH:23]=[C:22]([C:2]2[CH:7]=[CH:6][C:5]([S:8][CH2:9][CH2:10][C:11]([NH2:13])=[O:12])=[C:4]([C:14]([F:17])([F:16])[F:15])[CH:3]=2)[CH:21]=[N:20]1 |f:2.3.4|. Yields the product CN1N=CC(=C1)C1=CC(=C(C=C1)SCCC(=O)N)C(F)(F)F (3-[4-(1-methyl-1H-pyrazol-4-yl)-2-trifluoromethyl-phenylsulfanyl]-propionamide). Yield: 87.7%. Procedure details: 3-(4-Bromo-2-trifluoromethyl-phenylsulfanyl)-propionamide (160 g, 488 mmol) was dissolved under Ar in N,N-dimethylformamide (1.5 L) before 1-methyl-4-(4,4,5,5-tetramethyl-[1,3,2]dioxaborolan-2-yl)-1H-pyrazole (143 g, 687 mmol), potassium carbonate (160 g, 1.16 mol), and water (130 mL) were added. The solution was degassed and tetrakis-(triphenylphosphine)palladium(0) (24.0 g, 20.8 mmol) was added. The mixture was stirred for 16 h at 50° C. After cooling to room temperature, the mixture was poure... The solvent is CN(C=O)C (N,N-dimethylformamide), COC(C)(C)C (Tert-butyl methyl ether). Reactants: C1C=CC(N1)C(=O)O (3,4-dehydro-DL-proline), ClC1=CC=C(C=C1)N=C=O (4-chlorophenylisocyanate). Solvent: C(=O)(O)[O-].[Na+] (NaHCO3). Conditions: temperature 80 celsius, time 16 hour. Product: ClC1=CC=C(C=C1)NC(=O)N1C(C=CC1)C(=O)O (1-(4-chloro-phenylcarbamoyl)-2,5-dihydro-1H-pyrrole-2-carboxylic acid). RXN SMILES: [CH2:1]1[NH:5][CH:4]([C:6]([OH:8])=[O:7])[CH:3]=[CH:2]1.[Cl:9][C:10]1[CH:15]=[CH:14][C:13]([N:16]=[C:17]=[O:18])=[CH:12][CH:11]=1>C([O-])(O)=O.[Na+]>[Cl:9][C:10]1[CH:15]=[CH:14][C:13]([NH:16][C:17]([N:5]2[CH2:1][CH:2]=[CH:3][CH:4]2[C:6]([OH:8])=[O:7])=[O:18])=[CH:12][CH:11]=1 |f:2.3|. Reported procedure: 0.250 g (2.21 mmol) 3,4-dehydro-DL-proline are dissolved in 15 ml of 5% NaHCO3 solution, combined with 0.678 ml (4.42 mmol) 4-chlorophenylisocyanate and stirred for 16 h at 80° C. Then the mixture is cooled, filtered and the residue is washed with water. The filtrate is adjusted to pH 1 with semi-concentrated HCl, extracted 2× with ethyl acetate, dried on sodium sulphate and concentrated i. vac.